From a dataset of the Open Reaction Database (ORD), a public repository of structured organic reaction records. describe an organic reaction: reactants, conditions, products, and yield The reactants are FC(S(=O)(=O)O)(F)F.CN(C1(CC=C(CC1)C=1NC2=CC=CC=C2C1CC1=NC=CC=C1)C1=CC=CC=C1)C ((±)-Dimethyl-[1-phenyl-4-(3-pyridin-2-ylmethyl-1H-indol-2-yl)cyclohex-3-enyl]amine Trifluoromethanesulfonic acid), [OH-].[Na+] (sodium hydroxide). The solvent is C(Cl)Cl (methylene chloride). Conditions: time 2 day. Yields the product CN(C1(CCC(CC1)C=1NC2=CC=CC=C2C1CC1=NC=CC=C1)C1=CC=CC=C1)C (N,N-Dimethyl-1-phenyl-4-(3-(pyridin-2-ylmethyl)-1H-indol-2-yl)cyclohexanamine). Reaction SMILES: FC(F)(F)S(O)(=O)=O.[CH3:9][N:10]([CH3:39])[C:11]1([C:33]2[CH:38]=[CH:37][CH:36]=[CH:35][CH:34]=2)[CH2:16][CH2:15][C:14]([C:17]2[NH:18][C:19]3[C:24]([C:25]=2[CH2:26][C:27]2[CH:32]=[CH:31][CH:30]=[CH:29][N:28]=2)=[CH:23][CH:22]=[CH:21][CH:20]=3)=[CH:13][CH2:12]1.[OH-].[Na+]>C(Cl)Cl>[CH3:39][N:10]([CH3:9])[C:11]1([C:33]2[CH:38]=[CH:37][CH:36]=[CH:35][CH:34]=2)[CH2:16][CH2:15][CH:14]([C:17]2[NH:18][C:19]3[C:24]([C:25]=2[CH2:26][C:27]2[CH:32]=[CH:31][CH:30]=[CH:29][N:28]=2)=[CH:23][CH:22]=[CH:21][CH:20]=3)[CH2:13][CH2:12]1 |f:0.1,2.3|. Reported procedure: (±)-Dimethyl-[1-phenyl-4-(3-pyridin-2-ylmethyl-1H-indol-2-yl)cyclohex-3-enyl]amine Trifluoromethanesulfonic acid (3.95 g, 2.30 ml, 26 mmol) was added to a solution of Ind-49 (2.17 g 10.4 mmol) and Ket-10 (2.70 g, 12.5 mmol) in anhydrous methylene chloride (80 ml), while cooling with ice. The reaction mixture was stirred at room temperature for 2 d and 0.5 M sodium hydroxide solution (50 ml) was then added and the mixture was stirred at room temperature for 2 h. The phases were separated, the aqu... Reactants: C1=CC(=CC=C1O)C (p-cresol), C(C)(=O)OC(C)=O (acetic anhydride). The solvent is N1=CC=CC=C1 (pyridine). The product is C(C)(=O)OC1=CC=C(C=C1)C (p-methylphenyl acetate). The yield is 90.6%. RXN SMILES: [CH:1]1[C:6]([OH:7])=[CH:5][CH:4]=[C:3]([CH3:8])[CH:2]=1.[C:9](OC(=O)C)(=[O:11])[CH3:10]>N1C=CC=CC=1>[C:9]([O:7][C:6]1[CH:5]=[CH:4][C:3]([CH3:8])=[CH:2][CH:1]=1)(=[O:11])[CH3:10]. Procedure details: Into a reaction flask equipped with a stirrer and thermometer was charged 216 grams (2.0 moles) of p-cresol, 225 grams (2.2 moles) of acetic anhydride and 500 milliliters of pyridine and the resulting reaction mixture was then heated to a temperature of 50° C.-55° C. After completion of the reaction, work-up and distillation at reduced pressure, 272 grams of p-methylphenyl acetate was obtained (91 percent of theoretical). The nuclear magnetic resonance (NMR) spectrum was consistent with the chem... Starting materials: CO, Cc1ccc2c(N3CCC(NC(=O)OCc4ccccc4)C3)nc(-c3c(O)cccc3F)nc2c1. Yields the product Cc1ccc2c(N3CCC(N)C3)nc(-c3c(O)cccc3F)nc2c1. Reaction SMILES: [CH3:36][OH:37].[F:1][c:2]1[c:3](-[c:9]2[n:10][c:11]3[cH:12][c:13]([CH3:35])[cH:14][cH:15][c:16]3[c:17]([N:19]3[CH2:20][CH:21]([NH:24][C:25](=[O:26])[O:27][CH2:28][c:29]4[cH:30][cH:31][cH:32][cH:33][cH:34]4)[CH2:22][CH2:23]3)[n:18]2)[c:4]([OH:8])[cH:5][cH:6][cH:7]1>>[F:1][c:2]1[c:3](-[c:9]2[n:10][c:11]3[cH:12][c:13]([CH3:35])[cH:14][cH:15][c:16]3[c:17]([N:19]3[CH2:20][CH:21]([NH2:24])[CH2:22][CH2:23]3)[n:18]2)[c:4]([OH:8])[cH:5][cH:6][cH:7]1. Reactants: C1(=CC=CC=C1)C(=O)C1=CC=2C(=CN=CC2)N1S(=O)(=O)C1=CC=CC=C1 (Phenyl[1-(phenylsulfonyl)-1H-pyrrolo[2,3-c]pyridin-2-yl]methanone), [OH-].[Na+] (NaOH). Solvent: CCO (EtOH). Reaction conditions: time 14 hour. The product is C1(=CC=CC=C1)C(=O)C1=CC=2C(=CN=CC2)N1 (phenyl(1H-pyrrolo[2,3-c]pyridin-2-yl)methanone). The yield is 84.1%. Reaction SMILES: [C:1]1([C:7]([C:9]2[N:17](S(C3C=CC=CC=3)(=O)=O)[C:12]3=[CH:13][N:14]=[CH:15][CH:16]=[C:11]3[CH:10]=2)=[O:8])[CH:6]=[CH:5][CH:4]=[CH:3][CH:2]=1.[OH-].[Na+]>CCO>[C:1]1([C:7]([C:9]2[NH:17][C:12]3=[CH:13][N:14]=[CH:15][CH:16]=[C:11]3[CH:10]=2)=[O:8])[CH:2]=[CH:3][CH:4]=[CH:5][CH:6]=1 |f:1.2|. Procedure details: Phenyl[1-(phenylsulfonyl)-1H-pyrrolo[2,3-c]pyridin-2-yl]methanone (Reference Example 13) (2.2 g, 6.1 mmol) and 10% aq NaOH (70 mL) in EtOH (135 mL) was heated to reflux. After 14 h, the mixture was concentrated under reduced pressure to remove most of the EtOH. The mixture was diluted with H2O (50 mL) and extracted with EtOAc (2×100 mL). The combined extracts were washed with saturated NaCl (25 mL), dried (Na2SO4) and concentrated under reduced pressure. Trituration in EtOAc/diethyl ether gave p... Starting materials: BrCCC1=CC=CC=C1 ((2-bromoethyl)benzene), N1C(CNCC1)=O (piperazin-2-one), C(=O)([O-])[O-].[K+].[K+] (K2CO3). Run in CS(=O)C (DMSO). Reaction conditions: temperature 80 celsius, time 5 hour. Yields the product C(CC1=CC=CC=C1)N1CC(NCC1)=O (4-Phenethylpiperazin-2-one). Isolated yield 73.4%. Reaction SMILES: Br[CH2:2][CH2:3][C:4]1[CH:9]=[CH:8][CH:7]=[CH:6][CH:5]=1.[NH:10]1[CH2:15][CH2:14][NH:13][CH2:12][C:11]1=[O:16].C([O-])([O-])=O.[K+].[K+]>CS(C)=O>[CH2:2]([N:13]1[CH2:14][CH2:15][NH:10][C:11](=[O:16])[CH2:12]1)[CH2:3][C:4]1[CH:9]=[CH:8][CH:7]=[CH:6][CH:5]=1 |f:2.3.4|. Procedure: A suspension of (2-bromoethyl)benzene (4.10 mL, 30.0 mmol), piperazin-2-one (3.00 g, 30.0 mmol) and K2CO3 (4.90 g, 36.0 mmol) in DMSO (60.0 mL) was stirred at 80° C. for 5 h. The reaction mixture was cooled to room temperature and filtered. The filtrate was then washed with water (200 mL) and extracted with methylene chloride (2×). The combined organic layers were washed with brine, dried over MgSO4, filtered, and concentrated. The result yellow solid was then dissolved in 1 N HCl (120 mL) and w...